Dataset: the Open Reaction Database (ORD), a public repository of structured organic reaction records. Task: describe an organic reaction: reactants, conditions, products, and yield Starting materials: OC(C(C(=O)O)C1=CC2=C(C=C1)OCO2)C2=CC=C(C=C2)C(=O)OC ((2RS,3SR)-3-hydroxy-2-(3,4-methylenedioxy-phenyl)-3-(4-methoxycarbonylphenyl)propionic acid). The solvent is [OH-].[Na+] (sodium hydroxide), CO (methanol). Yields the product OC(C(C(=O)O)C1=CC2=C(C=C1)OCO2)C2=CC=C(C=C2)C(=O)O ((2RS,3SR)-3-hydroxy-2-(3,4-methylenedioxyphenyl)-3-(4-carboxyphenyl)propionic acid). The yield is 78.2%. Reaction SMILES: [OH:1][CH:2]([C:16]1[CH:21]=[CH:20][C:19]([C:22]([O:24]C)=[O:23])=[CH:18][CH:17]=1)[CH:3]([C:7]1[CH:12]=[CH:11][C:10]2[O:13][CH2:14][O:15][C:9]=2[CH:8]=1)[C:4]([OH:6])=[O:5]>[OH-].[Na+].CO>[OH:1][CH:2]([C:16]1[CH:21]=[CH:20][C:19]([C:22]([OH:24])=[O:23])=[CH:18][CH:17]=1)[CH:3]([C:7]1[CH:12]=[CH:11][C:10]2[O:13][CH2:14][O:15][C:9]=2[CH:8]=1)[C:4]([OH:6])=[O:5] |f:1.2|. Procedure details: A solution of (2RS,3SR)-3-hydroxy-2-(3,4-methylenedioxy-phenyl)-3-(4-methoxycarbonylphenyl)propionic acid (80 mg) in 1N aqueous sodium hydroxide solution (1.2 ml) and methanol (5 ml) was stirred at ambient temperature for 18 hours. The reaction was quenched with iN-hydrochloric acid and then the resulting mixture was diluted with ethyl acetate. The layers were separated and the organic layer was washed with brine. The organic layer was dried and evaporated to afford (2RS,3SR)-3-hydroxy-2-(3,4-me... Starting materials: C(CCC)[Li] (n-butyllithium), solution, C[Si](N[Si](C)(C)C)(C)C (hexamethyldisilazane), C(C=C)S[C@@H]1[C@H](C(N1CC(=O)OCC1=CC=C(C=C1)[N+](=O)[O-])=O)[C@@H](C)O[Si](C(C)(C)C)(C)C (4-nitrobenzyl 2-(4(R)-allylthio-3(S)-[1(R)-{dimethyl-{2-methylprop-2-yl}silyloxy}ethyl]azetidin-2-on-1-yl)acetate), C(C)(=O)OC(C)=O (acetic anhydride). Solvent: CCCCCC (hexane), O1CCCC1 (tetrahydrofuran), O (water), O1CCCC1 (tetrahydrofuran), C(=S)=S (carbon disulphide), ClCCl (dichloromethane). Run at temperature -78 celsius, time 5 minute. Product: C[Si]([N-][Si](C)(C)C)(C)C.[Li+] (lithium hexamethyldisilazide), orange oil. Reaction SMILES: C([Li:5])CCC.[CH3:6][Si:7]([CH3:14])([CH3:13])[NH:8][Si:9]([CH3:12])([CH3:11])[CH3:10].C(S[C@H]1N(CC(OCC2C=CC([N+]([O-])=O)=CC=2)=O)C(=O)[C@@H]1[C@H](O[Si](C)(C)C(C)(C)C)C)C=C.C(OC(=O)C)(=O)C>CCCCCC.O1CCCC1.O.ClCCl.C(=S)=S>[CH3:6][Si:7]([CH3:14])([CH3:13])[N-:8][Si:9]([CH3:12])([CH3:11])[CH3:10].[Li+:5] |f:9.10|. Procedure: A solution of lithium hexamethyldisilazide was prepared by the addition of n-butyllithium in hexane (2.79 ml of a 1.6M solution) to 0.982 ml of hexamethyldisilazane in 8 ml of dry tetrahydrofuran at -10° C., while stirring under argon. The solution was cooled to -78° C. and added by cannula to a solution of 0.98 g of 4-nitrobenzyl 2-(4(R)-allylthio-3(S)-[1(R)-{dimethyl-{2-methylprop-2-yl}silyloxy}ethyl]azetidin-2-on-1-yl)acetate in 8 ml of dry tetrahydrofuran at 78° C., with stirring under argon... Reactants: NC=1C=C2C=CN(C2=CC1)C1=CC=C(C(=O)O)C=C1 (4-(5-amino-1H-indol-1-yl)benzoic acid), C1(CC1)N (cyclopropaneamine), OCCN1C=CC2=CC(=CC=C12)C(=O)O (1-(2-hydroxy ethyl)-1H-indole-5-carboxylic acid). The product is C1(CC1)NC(=O)C1=CC=C(C=C1)N1C=CC2=CC(=CC=C12)NC(=O)C=1C=C2C=CN(C2=CC1)CCO (N-(1-(4-(Cyclopropylcarbamoyl)phenyl)-1H-indol-5-yl)-1-(2-hydroxyethyl)-1H-indole-5-carboxamide). Reaction SMILES: [NH2:1][C:2]1[CH:3]=[C:4]2[C:8](=[CH:9][CH:10]=1)[N:7]([C:11]1[CH:19]=[CH:18][C:14]([C:15]([OH:17])=O)=[CH:13][CH:12]=1)[CH:6]=[CH:5]2.[CH:20]1([NH2:23])[CH2:22][CH2:21]1.[OH:24][CH2:25][CH2:26][N:27]1[C:35]2[C:30](=[CH:31][C:32]([C:36](O)=[O:37])=[CH:33][CH:34]=2)[CH:29]=[CH:28]1>>[CH:20]1([NH:23][C:15]([C:14]2[CH:18]=[CH:19][C:11]([N:7]3[C:8]4[C:4](=[CH:3][C:2]([NH:1][C:36]([C:32]5[CH:31]=[C:30]6[C:35](=[CH:34][CH:33]=5)[N:27]([CH2:26][CH2:25][OH:24])[CH:28]=[CH:29]6)=[O:37])=[CH:10][CH:9]=4)[CH:5]=[CH:6]3)=[CH:12][CH:13]=2)=[O:17])[CH2:22][CH2:21]1. Procedure details: Compound 947 was prepared according to the procedure described in Scheme IV from 4-(5-amino-1H-indol-1-yl)benzoic acid, cyclopropaneamine, and 1-(2-hydroxy ethyl)-1H-indole-5-carboxylic acid. [M+H]+ calcd for C29H26N4O3: 479.20; found: 479.01. Solvent: C(C)O (ethanol). The yield is 61.5%. Starting materials: CN(C=O)C (N,N-dimethylformamide), NC1=CC=C(C(=N1)N1C=C(C(C2=CC(=C(C(=C12)Cl)F)F)=O)C(=O)O)F (1-(6-amino-3-fluoropyridine-2-yl)-8-chloro-6,7-difluoro-4-oxo-1,4-dihydroquinoline-3-carboxylic acid), Cl.Cl.NC1CNC1 (3-aminoazetidine dihydrochloride), CN1CCCC1 (N-methylpyrrolidine). Run at temperature 90 celsius, time 30 minute. RXN SMILES: CN(C)C=O.[NH2:6][C:7]1[N:12]=[C:11]([N:13]2[C:22]3[C:17](=[CH:18][C:19]([F:25])=[C:20](F)[C:21]=3[Cl:23])[C:16](=[O:26])[C:15]([C:27]([OH:29])=[O:28])=[CH:14]2)[C:10]([F:30])=[CH:9][CH:8]=1.Cl.Cl.[NH2:33][CH:34]1[CH2:37][NH:36][CH2:35]1.CN1CCCC1>C(O)C>[NH2:33][CH:34]1[CH2:37][N:36]([C:20]2[C:21]([Cl:23])=[C:22]3[C:17]([C:16](=[O:26])[C:15]([C:27]([OH:29])=[O:28])=[CH:14][N:13]3[C:11]3[C:10]([F:30])=[CH:9][CH:8]=[C:7]([NH2:6])[N:12]=3)=[CH:18][C:19]=2[F:25])[CH2:35]1 |f:2.3.4|. Procedure: To 190 mg of N,N-dimethylformamide were added 57 mg of 1-(6-amino-3-fluoropyridine-2-yl)-8-chloro-6,7-difluoro-4-oxo-1,4-dihydroquinoline-3-carboxylic acid, 37 mg of 3-aminoazetidine dihydrochloride, and 100 mg of N-methylpyrrolidine, and the mixture was stirred at 90° C. for 30 minutes. After adding 0.2 ml of ethanol, the mixture was allowed to cool, and the precipitate was collected by filtration and washed with ethanol and diisopropylether successively to obtain 40 mg of the title compound as... The product is NC1CN(C1)C1=C(C=C2C(C(=CN(C2=C1Cl)C1=NC(=CC=C1F)N)C(=O)O)=O)F (7-(3-aminoazetidine-1-yl)-1-(6-amino-3-fluoropyridine-2-yl)-8-chloro-6-fluoro-4-oxo-1,4-dihydroquinoline-3-carboxylic acid). Starting materials: NC1=C(C(=CC(=C1)OC)N)[N+](=O)[O-] (2,6-diamino-4-methoxynitrobenzene), O (water). Solvent: Br (hydrobromic acid). Product: NC1=C(C(=CC(=C1)O)N)[N+](=O)[O-] (2,6-diamino-4-hydroxynitrobenzene). RXN SMILES: [NH2:1][C:2]1[CH:7]=[C:6]([O:8]C)[CH:5]=[C:4]([NH2:10])[C:3]=1[N+:11]([O-:13])=[O:12].O>Br>[NH2:10][C:4]1[CH:5]=[C:6]([OH:8])[CH:7]=[C:2]([NH2:1])[C:3]=1[N+:11]([O-:13])=[O:12]. Procedure: 1 g of 2,6-diamino-4-methoxynitrobenzene prepared as in example 1 was heated in 3 ml of 66% hydrobromic acid for 15 minutes over a boiling water bath. Upon addition of water the desired product precipitated as the hydrobromate. This was taken up into suspension in water then dissolved by addition of concentrated soda in order to enable elimination of an insoluble impurity by filtration in the presence of animal charcoal. The desired product precipitated from the filtrate on addition of concentra... Starting materials: CC(=O)N1CCN(c2ccc(N)cc2)CC1, C1COCCO1, NC(=O)c1cnc(On2nnc3ccccc32)nc1NCC1CCCN(C(=O)OCc2ccccc2)C1. Yields the product CC(=O)N1CCN(c2ccc(Nc3ncc(C(N)=O)c(NCC4CCCN(C(=O)OCc5ccccc5)C4)n3)cc2)CC1. RXN SMILES: [NH2:38][c:39]1[cH:40][cH:41][c:42]([N:45]2[CH2:46][CH2:47][N:48]([C:51]([CH3:52])=[O:53])[CH2:49][CH2:50]2)[cH:43][cH:44]1.[O:54]1[CH2:55][CH2:56][O:57][CH2:58][CH2:59]1.[n:1]1([O:2][c:11]2[n:12][cH:13][c:14]([C:35]([NH2:36])=[O:37])[c:15]([NH:17][CH2:18][CH:19]3[CH2:20][N:21]([C:25](=[O:26])[O:27][CH2:28][c:29]4[cH:30][cH:31][cH:32][cH:33][cH:34]4)[CH2:22][CH2:23][CH2:24]3)[n:16]2)[c:3]2[cH:4][cH:5][cH:6][cH:7][c:8]2[n:9][n:10]1>>[c:11]1([NH:38][c:39]2[cH:40][cH:41][c:42]([N:45]3[CH2:46][CH2:47][N:48]([C:51]([CH3:52])=[O:53])[CH2:49][CH2:50]3)[cH:43][cH:44]2)[n:12][cH:13][c:14]([C:35]([NH2:36])=[O:37])[c:15]([NH:17][CH2:18][CH:19]2[CH2:20][N:21]([C:25](=[O:26])[O:27][CH2:28][c:29]3[cH:30][cH:31][cH:32][cH:33][cH:34]3)[CH2:22][CH2:23][CH2:24]2)[n:16]1. The reactants are CS(=O)(=O)OCCCCCCNC(OC(C)(C)C)=O (tert.-butyl [6-[(methylsulphonyl)oxy]hexyl]carbamate), CC(=C)N1C(NC2=C1C=CC=C2)=O (1-(1-methylvinyl)benzimidazolin-2-one), O (water). The solvent is CN(C=O)C (dimethylformamide), CN(C=O)C (dimethylformamide). Run at time 18 hour. The product is CC(=C)N1C(N(C2=C1C=CC=C2)CCCCCCNC(OC(C)(C)C)=O)=O (tert.-butyl [6-[3-(1-methylvinyl)-2-oxo-1-benzimidazolinyl]hexyl]carbamate). Yield: 94.8%. Reaction SMILES: [CH3:1][C:2]([N:4]1[C:8]2[CH:9]=[CH:10][CH:11]=[CH:12][C:7]=2[NH:6][C:5]1=[O:13])=[CH2:3].CS(O[CH2:19][CH2:20][CH2:21][CH2:22][CH2:23][CH2:24][NH:25][C:26](=[O:32])[O:27][C:28]([CH3:31])([CH3:30])[CH3:29])(=O)=O.O>CN(C)C=O>[CH3:3][C:2]([N:4]1[C:8]2[CH:9]=[CH:10][CH:11]=[CH:12][C:7]=2[N:6]([CH2:19][CH2:20][CH2:21][CH2:22][CH2:23][CH2:24][NH:25][C:26](=[O:32])[O:27][C:28]([CH3:31])([CH3:30])[CH3:29])[C:5]1=[O:13])=[CH2:1]. Reported procedure: 5.9 g (135 mmol) of a 55% sodium hydride dispersion in mineral oil are washed oil-free with hexane and subsequently covered with 100 ml of dimethylformamide. To this suspension are added dropwise at room temperature 22.3 g (128 mmol) of 1-(1-methylvinyl)benzimidazolin-2-one in 100 ml of dimethylformamide. After stirring at room temperature for 2 hours 55.0 g of tert.-butyl [6-[(methylsulphonyl)oxy]hexyl]carbamate in 100 ml of dimethylformamide are added dropwise and the reaction mixture is stirr... Starting materials: FC1=C(C=CC(=C1)F)C1(OC1)[C@@H](C)OC1OCCCC1 (2-(2,4-difluorophenyl)-2-[(1R)-1-(3,4,5,6-tetrahydro-2H-pyran-2-yloxy)ethyl]oxirane), N1C=NC=C1 (imidazole), [H-].[Na+] (sodium hydride), oil, O (water). Solvent: CN(C=O)C (N,N-dimethylformamide). Conditions: temperature 70 celsius, time 5 minute. The product is FC1=C(C=CC(=C1)F)C(CN1C=NC=C1)([C@@H](C)OC1OCCCC1)O ((3R)-2-(2,4-difluorophenyl)-1-(1-imidazolyl)-3-(3,4,5,6-tetrahydro-2H-pyran-2-yloxy)-2-butanol). Yield: 85.4%. Reaction SMILES: [F:1][C:2]1[CH:7]=[C:6]([F:8])[CH:5]=[CH:4][C:3]=1[C:9]1([C@H:12]([O:14][CH:15]2[CH2:20][CH2:19][CH2:18][CH2:17][O:16]2)[CH3:13])[CH2:11][O:10]1.[NH:21]1[CH:25]=[CH:24][N:23]=[CH:22]1.[H-].[Na+].O>CN(C)C=O>[F:1][C:2]1[CH:7]=[C:6]([F:8])[CH:5]=[CH:4][C:3]=1[C:9]([OH:10])([C@H:12]([O:14][CH:15]1[CH2:20][CH2:19][CH2:18][CH2:17][O:16]1)[CH3:13])[CH2:11][N:21]1[CH:25]=[CH:24][N:23]=[CH:22]1 |f:2.3|. Procedure details: To a solution of 2-(2,4-difluorophenyl)-2-[(1R)-1-(3,4,5,6-tetrahydro-2H-pyran-2-yloxy)ethyl]oxirane (1.7 g) and imidazole (0.49 g) in N,N-dimethylformamide (17 ml) was added 60% oily sodium hydride in mineral oil (0.29 g) by portions at 20° C. with constant stirring. After 5 minutes, the mixture was heated at 70° C. for 3 hours. The reaction mixture was cooled, then poured into water (50 ml) and extracted with ethyl acetate (20 ml×3). The ethyl acetate layers were combined, washed with saturate...